From a dataset of the Open Reaction Database (ORD), a public repository of structured organic reaction records. describe an organic reaction: reactants, conditions, products, and yield The reactants are CCOC(C)=O, O=C(Cc1ccccc1)OC(Nc1c(Cl)cccc1Cl)C(=O)OCc1ccccc1. The product is O=C(Cc1ccccc1)OC(Nc1c(Cl)cccc1Cl)C(=O)O. RXN SMILES: [CH3:31][CH2:32][O:33][C:34](=[O:35])[CH3:36].[Cl:1][c:2]1[c:3]([NH:9][CH:10]([C:11](=[O:12])[O:13][CH2:14][c:15]2[cH:16][cH:17][cH:18][cH:19][cH:20]2)[O:21][C:22]([CH2:23][c:24]2[cH:25][cH:26][cH:27][cH:28][cH:29]2)=[O:30])[c:4]([Cl:8])[cH:5][cH:6][cH:7]1>>[Cl:1][c:2]1[c:3]([NH:9][CH:10]([C:11](=[O:12])[OH:13])[O:21][C:22]([CH2:23][c:24]2[cH:25][cH:26][cH:27][cH:28][cH:29]2)=[O:30])[c:4]([Cl:8])[cH:5][cH:6][cH:7]1.